This data is from the Open Reaction Database (ORD), a public repository of structured organic reaction records. The task is: describe an organic reaction: reactants, conditions, products, and yield Reactants: O=C1C=C(OC2=C1C=CC(=C2)OCCCOC2=C(C=CC=C2)CCC)C(=O)OCC (ethyl 4-oxo-7-(3-[2-propylphenoxy]-propoxy)- 4H-1-benzopyran-2-carboxylate), C([O-])(O)=O.[Na+] (sodium bicarbonate). Run in C(C)O (ethanol). Product: O=C1C=C(OC2=C1C=CC(=C2)OCCCOC2=C(C=CC=C2)CCC)C(=O)O (4-oxo-7-(3-[2-propylphenoxy]propoxy)-4H-1-benzopyran-2-carboxylic acid). Reaction SMILES: [O:1]=[C:2]1[C:7]2[CH:8]=[CH:9][C:10]([O:12][CH2:13][CH2:14][CH2:15][O:16][C:17]3[CH:22]=[CH:21][CH:20]=[CH:19][C:18]=3[CH2:23][CH2:24][CH3:25])=[CH:11][C:6]=2[O:5][C:4]([C:26]([O:28]CC)=[O:27])=[CH:3]1.C(=O)(O)[O-].[Na+]>C(O)C>[O:1]=[C:2]1[C:7]2[CH:8]=[CH:9][C:10]([O:12][CH2:13][CH2:14][CH2:15][O:16][C:17]3[CH:22]=[CH:21][CH:20]=[CH:19][C:18]=3[CH2:23][CH2:24][CH3:25])=[CH:11][C:6]=2[O:5][C:4]([C:26]([OH:28])=[O:27])=[CH:3]1 |f:1.2|. Procedure details: A solution of 2.05 parts of ethyl 4-oxo-7-(3-[2-propylphenoxy]-propoxy)- 4H-1-benzopyran-2-carboxylate and 0.46 parts of sodium bicarbonate in 100 parts of 50% v/v aqueous ethanol was stirred on a steam bath for three hours, then cooled and extracted with ether. The aqueous extract was acidified with excess 2N hydrochloric acid to give a white precipitate which was collected, washed with water and dried. Crystallisation of this solid from acetone gave 1.01 parts of 4-oxo-7-(3-[2-propylphenoxy]pr... The reactants are COC(CN1C=NC=2C(=NC(=CC21)C2=CC(=C(C=C2)OCC)C(F)(F)F)C#N)=O ([4-cyano-6-(4-ethoxy-3-trifluoromethyl-phenyl)-imidazo[4,5-c]-pyridin-1-yl]-acetic acid methyl ester), CN(C=O)C (dimethylformamide), CN(C=O)C (dimethylformamide), Cl (HCl), [OH-].[Li+] (lithium hydroxide). Run in O (water), O (water). The product is C(#N)C1=NC(=CC2=C1N=CN2CC(=O)O)C2=CC(=C(C=C2)OCC)C(F)(F)F ([4-cyano-6-(4-ethoxy-3-trifluoromethyl-phenyl)-imidazo[4,5-c]pyridin-1-yl]-acetic acid). Isolated yield 94.9%. As a reaction SMILES: C[O:2][C:3](=[O:29])[CH2:4][N:5]1[C:13]2[CH:12]=[C:11]([C:14]3[CH:19]=[CH:18][C:17]([O:20][CH2:21][CH3:22])=[C:16]([C:23]([F:26])([F:25])[F:24])[CH:15]=3)[N:10]=[C:9]([C:27]#[N:28])[C:8]=2[N:7]=[CH:6]1.CN(C)C=O.[OH-].[Li+].Cl>O>[C:27]([C:9]1[C:8]2[N:7]=[CH:6][N:5]([CH2:4][C:3]([OH:29])=[O:2])[C:13]=2[CH:12]=[C:11]([C:14]2[CH:19]=[CH:18][C:17]([O:20][CH2:21][CH3:22])=[C:16]([C:23]([F:26])([F:25])[F:24])[CH:15]=2)[N:10]=1)#[N:28] |f:2.3|. Reported procedure: To a solution of [4-cyano-6-(4-ethoxy-3-trifluoromethyl-phenyl)-imidazo[4,5-c]-pyridin-1-yl]-acetic acid methyl ester (110 mg, 0.27 mmol) in a 1:1 mixture of dimethylformamide (2 ml) and water (2 ml) was added lithium hydroxide (19 mg, 0.81 mmol) dissolved in 200 μL of water. An additional 2 ml of dimethylformamide was added to aid solubility. The mixture was stirred at room temperature for 30 minutes before acidification to pH 1 with 2N HCl solution and filtration. The solid obtained was washed... Starting materials: COC(=O)C(=Cc1cc(OC)cc(OC)c1)c1ccc(O)cc1, O=Cc1ccc(F)cc1, [H-], [Na+], CN(C)C=O, O. Yields the product COC(=O)C(=Cc1cc(OC)cc(OC)c1)c1ccc(Oc2ccc(C=O)cc2)cc1. As a reaction SMILES: [CH3:1][O:2][C:3]([C:4](=[CH:5][c:6]1[cH:7][c:8]([O:14][CH3:15])[cH:9][c:10]([O:12][CH3:13])[cH:11]1)[c:16]1[cH:17][cH:18][c:19]([OH:22])[cH:20][cH:21]1)=[O:23].[F:26][c:27]1[cH:28][cH:29][c:30]([CH:31]=[O:32])[cH:33][cH:34]1.[H-:24].[Na+:25].[O:36]=[CH:37][N:38]([CH3:39])[CH3:40].[OH2:35]>>[CH3:1][O:2][C:3]([C:4](=[CH:5][c:6]1[cH:7][c:8]([O:14][CH3:15])[cH:9][c:10]([O:12][CH3:13])[cH:11]1)[c:16]1[cH:17][cH:18][c:19]([O:22][c:27]2[cH:28][cH:29][c:30]([CH:31]=[O:32])[cH:33][cH:34]2)[cH:20][cH:21]1)=[O:23]. The reactants are ClC1=C(N)C(=CC(=C1)[N+](=O)[O-])Cl (2,6-dichloro-4-nitro-aniline), C(C)(C)O (isopropanol), [N+](=O)(O)[O-] (nitric acid), 125, N(=O)[O-].[Na+] (NaNO2). Run in O (water), O (water). The product is ClC=1C=C(C=C(C1)Cl)[N+](=O)[O-] (3,5-dichloro-nitro-benzene). The yield is 90.0%. As a reaction SMILES: [Cl:1][C:2]1[CH:8]=[C:7]([N+:9]([O-:11])=[O:10])[CH:6]=[C:5]([Cl:12])[C:3]=1N.C(O)(C)C.[N+]([O-])(O)=O.N([O-])=O.[Na+]>O>[Cl:1][C:2]1[CH:8]=[C:7]([N+:9]([O-:11])=[O:10])[CH:6]=[C:5]([Cl:12])[CH:3]=1 |f:3.4|. Procedure: 207 parts of 2,6-dichloro-4-nitro-aniline are introduced into 500 parts of isopropanol, and 780 parts of 65 percent strength by weight nitric acid are then added to the mixture. A solution of 125 parts of NaNO2 in 175 parts of water is run in at 50° C., as described in Example 1. The mixture is cooled, 400 parts of water are added and the product is filtered off. 172 parts (90% of theory) of 3,5-dichloro-nitro-benzene, of melting point 55°-57° C., are obtained. Reactants: C(C)(C)N(CC)C(C)C (Diisopropylethylamine), Cl.FC1=C(C=CC(=C1)S(=O)(=O)C)C1=CC=C(C=C1)OCC1CCNCC1 (4-({[2′-fluoro-4′-(methylsulfonyl)-4-biphenylyl]oxy}methyl)piperidine hydrochloride), ClC(=O)OC(C)C (isopropyl chloroformate). The solvent is C(Cl)Cl (CH2Cl2). Run at temperature 0 celsius, time 8 hour. Product: FC1=C(C=CC(=C1)S(=O)(=O)C)C1=CC=C(C=C1)OCC1CCN(CC1)C(=O)OC(C)C (1-Methylethyl 4-({[2′-fluoro-4′-(methylsulfonyl)-4-biphenylyl]oxy}methyl)-1-piperidinecarboxylate). The yield is 97.9%. As a reaction SMILES: C(N(C(C)C)CC)(C)C.Cl.[F:11][C:12]1[CH:17]=[C:16]([S:18]([CH3:21])(=[O:20])=[O:19])[CH:15]=[CH:14][C:13]=1[C:22]1[CH:27]=[CH:26][C:25]([O:28][CH2:29][CH:30]2[CH2:35][CH2:34][NH:33][CH2:32][CH2:31]2)=[CH:24][CH:23]=1.Cl[C:37]([O:39][CH:40]([CH3:42])[CH3:41])=[O:38]>C(Cl)Cl>[F:11][C:12]1[CH:17]=[C:16]([S:18]([CH3:21])(=[O:20])=[O:19])[CH:15]=[CH:14][C:13]=1[C:22]1[CH:23]=[CH:24][C:25]([O:28][CH2:29][CH:30]2[CH2:35][CH2:34][N:33]([C:37]([O:39][CH:40]([CH3:42])[CH3:41])=[O:38])[CH2:32][CH2:31]2)=[CH:26][CH:27]=1 |f:1.2|. Procedure details: Diisopropylethylamine (0.14 mL, 0.75 mmol) was added to a suspension of 4-({[2′-fluoro-4′-(methylsulfonyl)-4-biphenylyl]oxy}methyl)piperidine hydrochloride (0.10 g, 0.25 mmol) in CH2Cl2 (7 mL). The mixture was cooled to 0° C. in an ice bath, and isopropyl chloroformate (1.0M in toluene, 0.28 mL, 0.28 mmol) was added dropwise. The reaction mixture was allowed to warm to ambient temperature, and stirred overnight. The mixture was then concentrated to give the crude product as a colorless oil. The ... The reactants are FC=1C=C(CNC(=O)NC=2SC=C(N2)CNC)C=CC1 (1-(3-fluorobenzyl)-3-(4-((methylamino)methyl)thiazol-2-yl)urea), C(C)(C)N(CC)C(C)C (diisopropylethylamine), CN(C)C(=[N+](C)C)ON1C2=C(C=CC=C2)N=N1.[B-](F)(F)(F)F (TBTU), COC(=O)C1=NOC(=C1C(=O)O)C (3-(methoxycarbonyl)-5-methylisoxazole-4-carboxylic acid). Solvent: CN(C=O)C (N,N-dimethylformamide), O (Water). Conditions: time 5 minute. Yields the product FC=1C=C(CNC(NC=2SC=C(N2)CN(C(=O)C=2C(=NOC2C)C(=O)OC)C)=O)C=CC1 (methyl 4-(((2-(3-(3-fluorobenzyl)ureido)thiazol-4-yl)methyl)(methyl)carbamoyl)-5-methylisoxazole-3-carboxylate). As a reaction SMILES: [CH3:1][O:2][C:3]([C:5]1[C:9]([C:10]([OH:12])=O)=[C:8]([CH3:13])[O:7][N:6]=1)=[O:4].C(N(C(C)C)CC)(C)C.CN(C(ON1N=NC2C=CC=CC1=2)=[N+](C)C)C.[B-](F)(F)(F)F.[F:45][C:46]1[CH:47]=[C:48]([CH:62]=[CH:63][CH:64]=1)[CH2:49][NH:50][C:51]([NH:53][C:54]1[S:55][CH:56]=[C:57]([CH2:59][NH:60][CH3:61])[N:58]=1)=[O:52]>CN(C)C=O.O>[F:45][C:46]1[CH:47]=[C:48]([CH:62]=[CH:63][CH:64]=1)[CH2:49][NH:50][C:51](=[O:52])[NH:53][C:54]1[S:55][CH:56]=[C:57]([CH2:59][N:60]([CH3:61])[C:10]([C:9]2[C:5]([C:3]([O:2][CH3:1])=[O:4])=[N:6][O:7][C:8]=2[CH3:13])=[O:12])[N:58]=1 |f:2.3|. Procedure details: 3-(methoxycarbonyl)-5-methylisoxazole-4-carboxylic acid (1 mmol) was dissolved in N,N-dimethylformamide (5 ml), then diisopropylethylamine (1.2 eq.) and TBTU (1.2 eq) was added and stirred at room temperature for 5 minutes. 1-(3-fluorobenzyl)-3-(4-((methylamino)methyl)thiazol-2-yl)urea (1.0 mmol) was added and stirred overnight. Water (20 ml) was added to the reaction. The precipitate was filtered, washed with water and dried. The crude was purified by column using 0-100% gradient of 10% MeOH/Et... The reactants are NCCCO, O=C(O)c1cccc(-c2nc(N3CCOCC3)nc3c2CCN3c2cccnc2)c1. Product: O=C(NCCCO)c1cccc(-c2nc(N3CCOCC3)nc3c2CCN3c2cccnc2)c1. RXN SMILES: [NH2:31][CH2:32][CH2:33][CH2:34][OH:35].[O:1]1[CH2:2][CH2:3][N:4]([c:7]2[n:8][c:9](-[c:22]3[cH:23][c:24]([C:25](=[O:26])[OH:27])[cH:28][cH:29][cH:30]3)[c:10]3[c:11]([n:12]2)[N:13]([c:16]2[cH:17][n:18][cH:19][cH:20][cH:21]2)[CH2:14][CH2:15]3)[CH2:5][CH2:6]1>>[O:1]1[CH2:2][CH2:3][N:4]([c:7]2[n:8][c:9](-[c:22]3[cH:23][c:24]([C:25](=[O:26])[NH:31][CH2:32][CH2:33][CH2:34][OH:35])[cH:28][cH:29][cH:30]3)[c:10]3[c:11]([n:12]2)[N:13]([c:16]2[cH:17][n:18][cH:19][cH:20][cH:21]2)[CH2:14][CH2:15]3)[CH2:5][CH2:6]1.